Dataset: the Open Reaction Database (ORD), a public repository of structured organic reaction records. Task: describe an organic reaction: reactants, conditions, products, and yield Starting materials: FC=1C=C(C=O)C=CC1N1N=CC=C1 (3-Fluoro-4-(1H-pyrazol-1-yl)benzaldehyde), N1(N=CC=C1)C1=CC=C(C=O)C=C1 (4-(1H-pyrazol-1-yl)-benzaldehyde). Product: FC=1C=C(C=CC1N1N=CC=C1)C=CC=O (3-[3-Fluoro-4-(1H-pyrazol-1-yl)phenyl]-2-propenal). RXN SMILES: [F:1][C:2]1[CH:3]=[C:4]([CH:7]=[CH:8][C:9]=1[N:10]1[CH:14]=[CH:13][CH:12]=[N:11]1)[CH:5]=O.N1(C2C=C[C:23]([CH:24]=[O:25])=CC=2)C=CC=N1>>[F:1][C:2]1[CH:3]=[C:4]([CH:5]=[CH:23][CH:24]=[O:25])[CH:7]=[CH:8][C:9]=1[N:10]1[CH:14]=[CH:13][CH:12]=[N:11]1. Reported procedure: The title compound was prepared by a procedure analogous to Reference Example 30 by substituting 3-fluoro-4-(1H-pyrazol-1-yl)benzaldehyde (prepared as described in Reference Example 6) for the 4-(1H-pyrazol-1-yl)-benzaldehyde of Reference Example 30. MS 217 (M+H)+. Reactants: Cc1cc(N)ccc1Br, O=C([O-])O, COC(=O)Cl, ClCCl, [Na+], O. Product: COC(=O)Nc1ccc(Br)c(C)c1. Reaction SMILES: [Br:1][c:2]1[c:3]([CH3:9])[cH:4][c:5]([NH2:6])[cH:7][cH:8]1.[C:10](=[O:11])([OH:12])[O-:13].[Cl:15][C:16](=[O:17])[O:18][CH3:19].[Cl:20][CH2:21][Cl:22].[Na+:14].[OH2:23]>>[Br:1][c:2]1[c:3]([CH3:9])[cH:4][c:5]([NH:6][C:16](=[O:17])[O:18][CH3:19])[cH:7][cH:8]1. Starting materials: CC(C)O, CN1C(=O)C(F)(F)CN(C2CCC2)c2nc(Cl)ncc21, COc1cc(C(=O)NCCN(C)C)ccc1N, O, Cc1ccccc1S(=O)(=O)O. Yields the product COc1cc(C(=O)NCCN(C)C)ccc1Nc1ncc2c(n1)N(C1CCC1)CC(F)(F)C(=O)N2C. RXN SMILES: [CH:50]([OH:51])([CH3:52])[CH3:53].[Cl:1][c:2]1[n:3][cH:4][c:5]2[c:6]([n:20]1)[N:7]([CH:16]1[CH2:17][CH2:18][CH2:19]1)[CH2:8][C:9]([F:14])([F:15])[C:10](=[O:13])[N:11]2[CH3:12].[NH2:33][c:34]1[c:35]([O:48][CH3:49])[cH:36][c:37]([C:38](=[O:39])[NH:40][CH2:41][CH2:42][N:43]([CH3:44])[CH3:45])[cH:46][cH:47]1.[OH2:21].[c:22]1([CH3:23])[c:24]([S:25]([OH:26])(=[O:27])=[O:28])[cH:29][cH:30][cH:31][cH:32]1>>[c:2]1([NH:33][c:34]2[c:35]([O:48][CH3:49])[cH:36][c:37]([C:38](=[O:39])[NH:40][CH2:41][CH2:42][N:43]([CH3:44])[CH3:45])[cH:46][cH:47]2)[n:3][cH:4][c:5]2[c:6]([n:20]1)[N:7]([CH:16]1[CH2:17][CH2:18][CH2:19]1)[CH2:8][C:9]([F:14])([F:15])[C:10](=[O:13])[N:11]2[CH3:12]. The reactants are NC1=NNC(C2=CC=CC=C12)=O (4-Amino-1-phthalazinone), OCC(=O)C1=NOC(=C1)C (2-hydroxy-1-(5-methylisoxazol-3-yl)ethanone), FC(C(=O)O)(F)F (trifluoroacetic acid). The solvent is C1(=CC=CC=C1)C (toluene). Yields the product CC1=CC(=NO1)C1=CN=C2N1NC(C1=CC=CC=C21)=O (3-(5-Methylisoxazol-3-yl)imidazo[2, 1-a]phthalazin-6-one). Isolated yield 42.8%. As a reaction SMILES: [NH2:1][C:2]1[C:11]2[C:6](=[CH:7][CH:8]=[CH:9][CH:10]=2)[C:5](=[O:12])[NH:4][N:3]=1.O[CH2:14][C:15]([C:17]1[CH:21]=[C:20]([CH3:22])[O:19][N:18]=1)=O.FC(F)(F)C(O)=O>C1(C)C=CC=CC=1>[CH3:22][C:20]1[O:19][N:18]=[C:17]([C:15]2[N:3]3[NH:4][C:5](=[O:12])[C:6]4[C:11]([C:2]3=[N:1][CH:14]=2)=[CH:10][CH:9]=[CH:8][CH:7]=4)[CH:21]=1. Reported procedure: 4-Amino-1-phthalazinone (2.28 g, 14.2 mmol) [Angew. (1967) 6(2) 173-4] and 2-hydroxy-1-(5-methylisoxazol-3-yl)ethanone (2.0 g, 14.2 mmol) were suspended in toluene (100 ml) and trifluoroacetic acid (5 ml) was added. The suspension was heated at reflux under Dean & Stark conditions, for 24 hours. The solvent was then removed in vacuo and the residue was purified by chromatography on silica gel eluting with 10% methanol:dichloromethane, to provide the title product (1.62 g, 43%), 1H NMR (360 MHz, ... Starting materials: ON=C(C(=O)C1=CC=CC=C1)C(C)=O (2-hydroxyimino-1-phenylbutane-1,3-dione), C(=O)(Cl)Cl (phosgene), resultant solution, ClC(=O)ON=C(C(=O)C1=CC=CC=C1)C(C)=O (2-chlorocarbonyloxyimino-1-phenylbutane-1,3-dione). The solvent is O (water), C1=CC=CC=C1 (benzene), C1=CC=CC=C1 (benzene), N1=CC=CC=C1 (pyridine), C(C)(C)(C)O (tert-butyl alcohol), C1=CC=CC=C1 (benzene), N1=CC=CC=C1 (pyridine). Run at time 1 hour. The product is C(C)(C)(C)OC(=O)ON=C(C(=O)C1=CC=CC=C1)C(C)=O (2-tert-butoxycarbonyloxyimino-1-phenylbutane-1,3-dione). RXN SMILES: ON=C(C(=O)C)[C:4]([C:6]1[CH:11]=CC=C[CH:7]=1)=O.C(Cl)(Cl)=[O:16].Cl[C:20]([O:22][N:23]=[C:24]([C:33](=[O:35])[CH3:34])[C:25]([C:27]1[CH:32]=[CH:31][CH:30]=[CH:29][CH:28]=1)=[O:26])=[O:21]>C1C=CC=CC=1.O.N1C=CC=CC=1.C(O)(C)(C)C>[C:6]([O:21][C:20]([O:22][N:23]=[C:24]([C:33](=[O:35])[CH3:34])[C:25]([C:27]1[CH:32]=[CH:31][CH:30]=[CH:29][CH:28]=1)=[O:26])=[O:16])([CH3:11])([CH3:7])[CH3:4]. Procedure: A solution of 2-hydroxyimino-1-phenylbutane-1,3-dione (3.82 g.) and pyridine (1.62 ml.) in benzene (30 ml.) was dropwise added to a solution of phosgene (1.98 g.) in benzene (25 ml.) over 40 minutes at 5° to 9° C. After stirring for 1 hour at the same temperature, the mixture was allowed to stand overnight. To the resultant solution containing 2-chlorocarbonyloxyimino-1-phenylbutane-1,3-dione was dropwise added, over 30 minutes at 5° C, a solution of tert-butyl alcohol (2.96 g.) and pyridine (3.... The reactants are C(=O)(OC(C)(C)C)N[C@H](CC1=CC=CC=C1)C(=O)O (N-Boc-D-phenylalanine), NC=1C=NC2=CC=CC=C2C1 (3-aminoquinoline), C1(CCCCC1)N=C=NC1CCCCC1 (dicyclohexylcarbodiimide). Run in C(C)(=O)OCC (ethyl acetate). Conditions: temperature 25 celsius, time 16 hour. Product: N1=CC(=CC2=CC=CC=C12)C(=O)N.C(=O)(OC(C)(C)C)N[C@H](CC1=CC=CC=C1)C(=O)O (N-Boc-D-phenylalanine Quinoline-3-amide). The yield is 92.4%. Reaction SMILES: [C:1]([NH:8][C@@H:9]([C:17]([OH:19])=[O:18])[CH2:10][C:11]1[CH:16]=[CH:15][CH:14]=[CH:13][CH:12]=1)([O:3][C:4]([CH3:7])([CH3:6])[CH3:5])=[O:2].N[C:21]1[CH:22]=[N:23][C:24]2[C:29]([CH:30]=1)=[CH:28][CH:27]=[CH:26][CH:25]=2.C1(N=C=NC2CCCCC2)CCCCC1>C(OCC)(=O)C>[N:23]1[C:24]2[C:29](=[CH:28][CH:27]=[CH:26][CH:25]=2)[CH:30]=[C:21]([C:1]([NH2:8])=[O:2])[CH:22]=1.[C:1]([NH:8][C@@H:9]([C:17]([OH:19])=[O:18])[CH2:10][C:11]1[CH:12]=[CH:13][CH:14]=[CH:15][CH:16]=1)([O:3][C:4]([CH3:6])([CH3:5])[CH3:7])=[O:2] |f:4.5|. Procedure details: A solution of N-Boc-D-phenylalanine (1.25 g, 4.7 mmol) in ethyl acetate (40 mL) was treated sequentially with 3-aminoquinoline (1.4 g, 9.4 mmol) and dicyclohexylcarbodiimide (1.02 g, 4.9 mmol). The reaction mixture was stirred at 25° C. for 16 hr, filtered and the filtrate washed with 1M hydrochloric acid (2×25 mL), saturated sodium bicarbonate (1×25 mL), and brine (1×25 mL). The organic layer was dried over anhydrous sodium sulfate, filtered and concentrated to dryness to afford titled compound... Reactants: BrC=1C=NC=CC1 (3-bromopyridine), solution, C(CCC)[Li] (n-butyllithium), CCCCCC (hexane), Cl (hydrochloric acid), C(C1=CN=CC=C1)=O (nicotinaldehyde). Solvent: C1(=CC=CC=C1)C (toluene), C1(=CC=CC=C1)C (toluene), C(C)(=O)OCC (ethyl acetate), O1CCCC1 (Tetrahydrofuran). Run at temperature -60 celsius, time 30 minute. The product is N1=CC(=CC=C1)C(O)C=1C=NC=CC1 (dipyridin-3-ylmethanol). Yield: 39.9%. As a reaction SMILES: C([Li])CCC.CCCCCC.Br[C:13]1[CH:14]=[N:15][CH:16]=[CH:17][CH:18]=1.[CH:19](=[O:26])[C:20]1[CH:25]=[CH:24][CH:23]=[N:22][CH:21]=1.Cl>C(OCC)(=O)C.O1CCCC1.C1(C)C=CC=CC=1>[N:15]1[CH:16]=[CH:17][CH:18]=[C:13]([CH:19]([C:20]2[CH:21]=[N:22][CH:23]=[CH:24][CH:25]=2)[OH:26])[CH:14]=1. Procedure: A 1.55 mol/L solution of n-butyllithium in hexane (2.24 mL, 3.48 mmol) was added to toluene (6 mL) and the mixture was cooled to −60° C. under a nitrogen atmosphere. To this, a toluene solution (2 mL) of 3-bromopyridine (500 mg, 3.16 mmol) was added dropwise and the mixture was stirred for 30 minutes. Tetrahydrofuran (2 mL) and nicotinaldehyde (0.358 mL, 3.79 mmol) were added to the reaction mixture and the mixture was stirred at a temperature of −60° C. to −15° C. for 30 minutes. After 4 mol/L ... The reactants are COC(C)(C)C=1OC2=C(N1)C(=CC(=C2N2C(N(C(=CC2=O)C(F)(F)F)C)=O)F)Cl (3-[2-(1-methoxy-1-methylethyl)-4-chloro-6-fluorobenzoxazol-7-yl)-1-methyl-6-trifluoromethyl-2,4-(1H,3H)pyrimidinedione), B(Br)(Br)Br (boron tribromide), O (water). The solvent is C(Cl)Cl (methylene chloride), C(Cl)Cl (methylene chloride). Run at time 18 hour. The product is OC(C)(C)C=1OC2=C(N1)C(=CC(=C2N2C(N(C(=CC2=O)C(F)(F)F)C)=O)F)Cl (3-[2-(1-hydroxy-1-methylethyl)-4-chloro-6-fluorobenzoxazol-7-yl)-1-methyl-6-trifluoromethyl-2,4-(1H,3H)-pyrimidinedione). Yield: 27.4%. As a reaction SMILES: B(Br)(Br)Br.C[O:6][C:7]([C:10]1[O:11][C:12]2[C:18]([N:19]3[C:24](=[O:25])[CH:23]=[C:22]([C:26]([F:29])([F:28])[F:27])[N:21]([CH3:30])[C:20]3=[O:31])=[C:17]([F:32])[CH:16]=[C:15]([Cl:33])[C:13]=2[N:14]=1)([CH3:9])[CH3:8].O>C(Cl)Cl>[OH:6][C:7]([C:10]1[O:11][C:12]2[C:18]([N:19]3[C:24](=[O:25])[CH:23]=[C:22]([C:26]([F:29])([F:28])[F:27])[N:21]([CH3:30])[C:20]3=[O:31])=[C:17]([F:32])[CH:16]=[C:15]([Cl:33])[C:13]=2[N:14]=1)([CH3:9])[CH3:8]. Procedure details: Under a nitrogen atmosphere a stirred solution of 3.8 mL (3.8 mmole) of 1M boron tribromide (in methylene chloride) in 50 mL of methylene chloride was cooled to about -40° C., and a solution of 0.6 gram (2.6 mmole) of 3-[2-(1-methoxy-1-methylethyl)-4-chloro-6-fluorobenzoxazol-7-yl)-1-methyl-6-trifluoromethyl-2,4-(1H,3H)pyrimidinedione in 50 mL of methylene chloride was added dropwise at such a rate as to maintain the reaction mixture temperature below -30° C. Upon completion of the addition the ... RXN SMILES: Cl[C:2]1[N:12]=[CH:11][C:5]2[N:6]=[CH:7][NH:8][C:9](=[O:10])[C:4]=2[CH:3]=1.[H-].[Na+].[CH2:15]([OH:22])[C:16]1[CH:21]=[CH:20][CH:19]=[CH:18][CH:17]=1>>[CH2:15]([O:22][C:2]1[N:12]=[CH:11][C:5]2[N:6]=[CH:7][NH:8][C:9](=[O:10])[C:4]=2[CH:3]=1)[C:16]1[CH:21]=[CH:20][CH:19]=[CH:18][CH:17]=1 |f:1.2|. The yield is 84.0%. Reactants: ClC1=CC2=C(N=CNC2=O)C=N1 (6-Chloro-3H-pyrido[3,4-d]pyrimidine-4-one), [H-].[Na+] (sodium hydride), C(C1=CC=CC=C1)O (benzyl alcohol). Product: C(C1=CC=CC=C1)OC1=CC2=C(N=CNC2=O)C=N1 (6-benzyloxy-3H-pyrido[3,4-d]pyrimidin-4-one). Procedure details: 6-Chloro-3H-pyrido[3,4-d]pyrimidine-4-one (9.08 g, 50.0 mmol) was reacted with sodium hydride (60% dispersion on mineral oil, 8.14 g, 203.5 mmol) in benzyl alcohol at 150° C. for 18 hours. The mixture was partitioned between water and ether (water layer at pH14 from the excess sodium hydride) and the layers separated. The aqueous layer was further washed with ether, and then acidified to pH1 with dilute HCl, giving a cream precipitate. This was collected by filtration and dried at 60° C. in vacu... Starting materials: [BH4-], COCOc1ccc(C(=O)NC2Cc3ccccc3C2=O)cc1, CO, [Na+]. The product is COCOc1ccc(C(=O)NC2Cc3ccccc3C2O)cc1. As a reaction SMILES: [BH4-:24].[CH3:1][O:2][CH2:3][O:4][c:5]1[cH:6][cH:7][c:8]([C:9](=[O:10])[NH:11][CH:12]2[C:13](=[O:21])[c:14]3[cH:15][cH:16][cH:17][cH:18][c:19]3[CH2:20]2)[cH:22][cH:23]1.[CH3:26][OH:27].[Na+:25]>>[CH3:1][O:2][CH2:3][O:4][c:5]1[cH:6][cH:7][c:8]([C:9](=[O:10])[NH:11][CH:12]2[CH:13]([OH:21])[c:14]3[cH:15][cH:16][cH:17][cH:18][c:19]3[CH2:20]2)[cH:22][cH:23]1.